Dataset: the Open Reaction Database (ORD), a public repository of structured organic reaction records. Task: describe an organic reaction: reactants, conditions, products, and yield Starting materials: Cl[Si](C)(C)C (chlorotrimethylsilane), II (diiodine), [Cl-].[Li+] (Lithium chloride), [Zn] (zinc), BrCCBr (1,2-dibromoethane), FC(C(CCI)C(F)(F)F)(F)F (1,1,1-trifluoro-4-iodo-2-(trifluoromethyl)butane). Run in C1CCOC1 (THF). Run at time 30 minute. Product: [I-].FC(C(CC[Zn+])C(F)(F)F)(F)F ((4,4,4-trifluoro-3-(trifluoromethyl)butyl)zinc(II) iodide). As a reaction SMILES: [Cl-].[Li+].[Zn:3].BrCCBr.Cl[Si](C)(C)C.II.[F:15][C:16]([F:26])([F:25])[CH:17]([C:21]([F:24])([F:23])[F:22])[CH2:18][CH2:19][I:20]>C1COCC1>[I-:20].[F:15][C:16]([F:26])([F:25])[CH:17]([C:21]([F:24])([F:23])[F:22])[CH2:18][CH2:19][Zn+:3] |f:0.1,8.9|. Procedure: Lithium chloride (1.87 g, 44.1 mmol) was charged into a reaction flask. The flask was evacuated and heated using a heat gun for 10 minutes. The flask was cooled to room temperature and zinc (2.88 g, 44.1 mmol) was added to the flask. The flask was again evacuated and heated using a heat gun for 10 minutes. The flask was cooled to room temperature and THE (80 mL) was syringed into the reaction followed by 1,2-dibromoethane (0.42 mL, 4.90 mmol). This mixture was stirred for 30 minutes in an oil ba... The reactants are N(=O)C=1C(=NC(=NC1N)N)N (5-nitroso-2,4,6-triamino-pirimidine), [Na] (Sodium), OC(COC1=CC=C(CC#N)C=C1)CN1CCN(CC1)C(=O)OC(C)(C)C (4-[2-hydroxy-3-[4-(tert-butoxy-carbonyl)-1-piperazinyl]propoxy]benzylcyanide). Run in C(C)OCCO (2-ethoxyethanol). The product is OC(COC1=CC=C(C=C1)C=1N=C2C(=NC(=NC2=NC1N)N)N)CN1CCN(CC1)C(=O)OC(C)(C)C (6-[4-[2-Hydroxy-3-[4-(tert-butoxycarbonyl)-1-piperazinyl]-propoxy]phenyl]-2,4,7-triaminopteridine). Reaction SMILES: [Na].[N:2]([C:4]1[C:5]([NH2:12])=[N:6][C:7]([NH2:11])=[N:8][C:9]=1[NH2:10])=O.[OH:13][CH:14]([CH2:26][N:27]1[CH2:32][CH2:31][N:30]([C:33]([O:35][C:36]([CH3:39])([CH3:38])[CH3:37])=[O:34])[CH2:29][CH2:28]1)[CH2:15][O:16][C:17]1[CH:25]=[CH:24][C:20]([CH2:21][C:22]#[N:23])=[CH:19][CH:18]=1>C(OCCO)C>[OH:13][CH:14]([CH2:26][N:27]1[CH2:28][CH2:29][N:30]([C:33]([O:35][C:36]([CH3:39])([CH3:38])[CH3:37])=[O:34])[CH2:31][CH2:32]1)[CH2:15][O:16][C:17]1[CH:25]=[CH:24][C:20]([C:21]2[N:2]=[C:4]3[C:5](=[N:12][C:22]=2[NH2:23])[N:6]=[C:7]([NH2:11])[N:8]=[C:9]3[NH2:10])=[CH:19][CH:18]=1 |^1:0|. Procedure: Sodium metall (0.22 g, 9.6 mg-atom) was dissolved in 2-ethoxyethanol (60 ml) at 40°-50° C., the solution was cooled to room temperature and 5-nitroso-2,4,6-triamino-pirimidine (1.46 g, 9.5 mmol) was added, followed by 4-[2-hydroxy-3-[4-(tert-butoxy-carbonyl)-1-piperazinyl]propoxy]benzylcyanide (3.92 g, 10.4 mmol) prepared as described in Example 45. The mixture was stirred under reflux in an atmosphere of nitrogen for one hour and the obtained dark brown solution was cooled to room temperature. ...